Dataset: the Open Reaction Database (ORD), a public repository of structured organic reaction records. Task: describe an organic reaction: reactants, conditions, products, and yield Starting materials: Cc1cccc(C)c1N1CCN(c2c(C)cccc2C)C1=N, CC(=O)O, CC(=O)OC=O, ClC(Cl)Cl, O=CO, [Na+], O=C([O-])O. The product is Cc1cccc(C)c1N1CCN(c2c(C)cccc2C)C1=NC=O. RXN SMILES: [CH3:10][c:11]1[c:12]([N:18]2[C:19](=[NH:31])[N:20]([c:23]3[c:24]([CH3:30])[cH:25][cH:26][cH:27][c:28]3[CH3:29])[CH2:21][CH2:22]2)[c:13]([CH3:17])[cH:14][cH:15][cH:16]1.[CH3:41][C:42](=[O:43])[OH:44].[CH:1]([O:2][C:4]([CH3:3])=[O:6])=[O:5].[CH:37]([Cl:38])([Cl:39])[Cl:40].[CH:7]([OH:8])=[O:9].[Na+:32].[OH:33][C:34](=[O:35])[O-:36]>>[CH:4](=[O:6])[N:31]=[C:19]1[N:18]([c:12]2[c:11]([CH3:10])[cH:16][cH:15][cH:14][c:13]2[CH3:17])[CH2:22][CH2:21][N:20]1[c:23]1[c:24]([CH3:30])[cH:25][cH:26][cH:27][c:28]1[CH3:29]. Starting materials: ClCCl, O=C(O)C(F)(F)F, CC(C)(C)OC(=O)NC(COc1nnc(-c2ccc3cnccc3c2)s1)Cc1ccc(C(F)(F)F)cc1. Product: NC(COc1nnc(-c2ccc3cnccc3c2)s1)Cc1ccc(C(F)(F)F)cc1. RXN SMILES: [Cl:8][CH2:9][Cl:10].[F:1][C:2]([F:3])([F:4])[C:5]([OH:6])=[O:7].[cH:11]1[n:12][cH:13][cH:14][c:15]2[cH:16][c:17](-[c:21]3[n:22][n:23][c:24]([O:26][CH2:27][CH:28]([CH2:29][c:30]4[cH:31][cH:32][c:33]([C:36]([F:37])([F:38])[F:39])[cH:34][cH:35]4)[NH:40][C:41](=[O:42])[O:43][C:44]([CH3:45])([CH3:46])[CH3:47])[s:25]3)[cH:18][cH:19][c:20]12>>[cH:11]1[n:12][cH:13][cH:14][c:15]2[cH:16][c:17](-[c:21]3[n:22][n:23][c:24]([O:26][CH2:27][CH:28]([CH2:29][c:30]4[cH:31][cH:32][c:33]([C:36]([F:37])([F:38])[F:39])[cH:34][cH:35]4)[NH2:40])[s:25]3)[cH:18][cH:19][c:20]12. Starting materials: CCCCP(=CC#N)(CCCC)CCCC, CO, Cc1ccccc1, Cc1ccccc1S(=O)(=O)NC1CCC(C(=O)N2CCN(C(C)C)CC2)CC1. Product: Cc1ccccc1S(=O)(=O)N(C)C1CCC(C(=O)N2CCN(C(C)C)CC2)CC1. Reaction SMILES: [C:29]([CH:30]=[P:31]([CH2:32][CH2:33][CH2:34][CH3:35])([CH2:36][CH2:37][CH2:38][CH3:39])[CH2:40][CH2:41][CH2:42][CH3:43])#[N:44].[CH3:45][OH:46].[CH3:47][c:48]1[cH:49][cH:50][cH:51][cH:52][cH:53]1.[CH:1]([CH3:2])([CH3:3])[N:4]1[CH2:5][CH2:6][N:7]([C:10](=[O:11])[CH:12]2[CH2:13][CH2:14][CH:15]([NH:18][S:19](=[O:20])(=[O:21])[c:22]3[c:23]([CH3:28])[cH:24][cH:25][cH:26][cH:27]3)[CH2:16][CH2:17]2)[CH2:8][CH2:9]1>>[CH:1]([CH3:2])([CH3:3])[N:4]1[CH2:5][CH2:6][N:7]([C:10](=[O:11])[CH:12]2[CH2:13][CH2:14][CH:15]([N:18]([S:19](=[O:20])(=[O:21])[c:22]3[c:23]([CH3:28])[cH:24][cH:25][cH:26][cH:27]3)[CH3:29])[CH2:16][CH2:17]2)[CH2:8][CH2:9]1. Starting materials: CCCC[N+](CCCC)(CCCC)CCCC, C1CCOC1, Fc1ccc(CBr)cc1, [Na+], [OH-], [OH-], N#Cc1cccc(C(=O)N2CCC(c3c[nH]c4ccccc34)CC2)c1. Reaction SMILES: [CH2:29]([N+:30]([CH2:31][CH2:32][CH2:33][CH3:34])([CH2:35][CH2:36][CH2:37][CH3:38])[CH2:39][CH2:40][CH2:41][CH3:42])[CH2:43][CH2:44][CH3:45].[CH2:55]1[O:56][CH2:57][CH2:58][CH2:59]1.[F:46][c:47]1[cH:48][cH:49][c:50]([CH2:51][Br:52])[cH:53][cH:54]1.[Na+:27].[OH-:26].[OH-:28].[nH:1]1[cH:2][c:3]([CH:10]2[CH2:11][CH2:12][N:13]([C:16](=[O:17])[c:18]3[cH:19][c:20]([C:21]#[N:22])[cH:23][cH:24][cH:25]3)[CH2:14][CH2:15]2)[c:4]2[cH:5][cH:6][cH:7][cH:8][c:9]12>>[n:1]1([CH2:51][c:50]2[cH:49][cH:48][c:47]([F:46])[cH:54][cH:53]2)[cH:2][c:3]([CH:10]2[CH2:11][CH2:12][N:13]([C:16](=[O:17])[c:18]3[cH:19][c:20]([C:21]#[N:22])[cH:23][cH:24][cH:25]3)[CH2:14][CH2:15]2)[c:4]2[cH:5][cH:6][cH:7][cH:8][c:9]12. Yields the product N#Cc1cccc(C(=O)N2CCC(c3cn(Cc4ccc(F)cc4)c4ccccc34)CC2)c1. Reactants: Brc1csc2ccccc12, O=C([O-])[O-], Cc1ccccc1, CCO, O=Cc1cccc(B(O)O)c1, [Cs+], [Cs+], c1ccc(P(c2ccccc2)(c2ccccc2)[Pd](P(c2ccccc2)(c2ccccc2)c2ccccc2)(P(c2ccccc2)(c2ccccc2)c2ccccc2)P(c2ccccc2)(c2ccccc2)c2ccccc2)cc1. Yields the product O=Cc1cccc(-c2csc3ccccc23)c1. Reaction SMILES: [Br:12][c:13]1[cH:14][s:15][c:16]2[c:17]1[cH:18][cH:19][cH:20][cH:21]2.[C:22](=[O:23])([O-:24])[O-:25].[CH3:108][c:109]1[cH:110][cH:111][cH:112][cH:113][cH:114]1.[CH3:28][CH2:29][OH:30].[CH:1](=[O:2])[c:3]1[cH:4][c:5]([B:9]([OH:10])[OH:11])[cH:6][cH:7][cH:8]1.[Cs+:26].[Cs+:27].[cH:31]1[cH:32][cH:33][c:34]([P:35]([Pd:36]([P:37]([c:38]2[cH:39][cH:40][cH:41][cH:42][cH:43]2)([c:44]2[cH:45][cH:46][cH:47][cH:48][cH:49]2)[c:50]2[cH:51][cH:52][cH:53][cH:54][cH:55]2)([P:56]([c:57]2[cH:58][cH:59][cH:60][cH:61][cH:62]2)([c:63]2[cH:64][cH:65][cH:66][cH:67][cH:68]2)[c:69]2[cH:70][cH:71][cH:72][cH:73][cH:74]2)[P:75]([c:76]2[cH:77][cH:78][cH:79][cH:80][cH:81]2)([c:82]2[cH:83][cH:84][cH:85][cH:86][cH:87]2)[c:88]2[cH:89][cH:90][cH:91][cH:92][cH:93]2)([c:94]2[cH:95][cH:96][cH:97][cH:98][cH:99]2)[c:100]2[cH:101][cH:102][cH:103][cH:104][cH:105]2)[cH:106][cH:107]1>>[CH:1](=[O:2])[c:3]1[cH:4][c:5](-[c:13]2[cH:14][s:15][c:16]3[c:17]2[cH:18][cH:19][cH:20][cH:21]3)[cH:6][cH:7][cH:8]1. Starting materials: CN(C=CC(=O)C=1C(=NC=CC1)Cl)C (3-dimethylamino-1-(2-chloro-3-pyridyl)-2-propen-1-one), N(=O)O.COC=1C=C(C=CC1)NC(=N)N (3-methoxy-phenyl-guanidine nitrite), [OH-].[Li+] (lithium hydroxide). Run in CC(CC)O (2-butanol). Product: COC=1C=C(C=CC1)NC1=NC=CC(=N1)C=1C(=NC=CC1)Cl (N-[3-methoxy-phenyl]-4-(2-chloro-3-pyridyl)-2-pyrimidineamine). Isolated yield 78.0%. As a reaction SMILES: CN(C)[CH:3]=[CH:4][C:5]([C:7]1[C:8]([Cl:13])=[N:9][CH:10]=[CH:11][CH:12]=1)=O.N(O)=O.[CH3:18][O:19][C:20]1[CH:21]=[C:22]([NH:26][C:27]([NH2:29])=[NH:28])[CH:23]=[CH:24][CH:25]=1.[OH-].[Li+]>CC(O)CC>[CH3:18][O:19][C:20]1[CH:21]=[C:22]([NH:26][C:27]2[N:29]=[C:5]([C:7]3[C:8]([Cl:13])=[N:9][CH:10]=[CH:11][CH:12]=3)[CH:4]=[CH:3][N:28]=2)[CH:23]=[CH:24][CH:25]=1 |f:1.2,3.4|. Procedure details: A mixture of 3-dimethylamino-1-(2-chloro-3-pyridyl)-2-propen-1-one (3.50 g, 16.5 mmol), 3-methoxy-phenyl-guanidine nitrite (3.70 g, 16.2 mmol), lithium hydroxide (412 mg, 16.5 mmol) in 2-butanol (15 mL) is heated to reflux overnight. The reaction mixture is cooled to room temperature, concentrated and water (60 mL) is added. The resultant solid is filtered, washed with water, isopropanol and dried to give N-[3-methoxy-phenyl]-4-(2-chloro-3-pyridyl)-2-pyrimidineamine (3.95 g); ESI-MS (m/z): 313 (...